This data is from the Open Reaction Database (ORD), a public repository of structured organic reaction records. The task is: describe an organic reaction: reactants, conditions, products, and yield Starting materials: CCO (EtOH), [Na] (Sodium), C(C)O (ethanol), [Na] (sodium), ClC1=C(C=CC(=C1)Cl)CC(=O)OCC (ethyl 2,4-dichlorophenylacetate), C(OCC)(OCC)=O (diethyl carbonate). Product: CCOC(=O)C(C1=C(C=C(C=C1)Cl)Cl)C(=O)OCC (Diethyl 2,4-Dichlorophenyl malonate). Isolated yield 85.0%. Reaction SMILES: [Na].C(O)C.[Cl:5][C:6]1[CH:11]=[C:10]([Cl:12])[CH:9]=[CH:8][C:7]=1[CH2:13][C:14]([O:16][CH2:17][CH3:18])=[O:15].[C:19](=O)([O:23]CC)[O:20][CH2:21][CH3:22]>>[CH3:18][CH2:17][O:16][C:14]([CH:13]([C:19]([O:20][CH2:21][CH3:22])=[O:23])[C:7]1[CH:8]=[CH:9][C:10]([Cl:12])=[CH:11][C:6]=1[Cl:5])=[O:15] |^1:0|. Procedure details: Sodium (1.86 g, 0.081M) was added in portions to absolute ethanol (150 ml) with stirring. After all the sodium had dissolved a solution of ethyl 2,4-dichlorophenylacetate (20 g) in diethyl carbonate (50 ml) was added dropwise. The reaction mixture was heated until EtOH distilled over. The rate of addition was controlled such that it equalled the rate of distillation. After the completion of addition the reaction mixture was heated and distilled for further 4 hours. The cooled reaction mixture wa...